From a dataset of the Open Reaction Database (ORD), a public repository of structured organic reaction records. describe an organic reaction: reactants, conditions, products, and yield The reactants are C(C)(=O)OCC (ethyl acetate), C1CCOC1 (THF), resultant mixture, resultant mixture, resultant solution, solution, C(CCC)[Li] (butyllithium), C[Si](N[Si](C)(C)C)(C)C (hexamethyldisilazane), C1CCOC1 (THF). The solvent is CCCCCC (hexane). Product: C(C)N(C=O)CC.C1(=CC=CC=C1)[C@@H]1[C@@H](C1)C=O ((1S, 2R)-1-phenyl-2-formylcyclopropane N,N-diethylcarboxamide). RXN SMILES: C[Si](C)(C)[NH:3][Si](C)(C)C.[CH2:10]([Li])[CH2:11][CH2:12][CH3:13].[C:15](O[CH2:19][CH3:20])(=O)[CH3:16].[CH2:21]1[CH2:25][O:24][CH2:23][CH2:22]1>CCCCCC>[CH2:19]([N:3]([CH2:12][CH3:13])[CH:25]=[O:24])[CH3:20].[C:13]1([C@H:23]2[CH2:22][C@H:21]2[CH:25]=[O:24])[CH:16]=[CH:15][CH:10]=[CH:11][CH:12]=1 |f:5.6|. Procedure: 3.93 ml (18.6 mmol) of hexamethyldisilazane was dissolved in 20 ml of anhydrous THF. To the resultant solution was added 11.2 ml (18.3 mmol) of a solution of 1.66M butyllithium in hexane in a stream of argon gas at -10° C., and the resultant mixture was stirred for 20 minutes. 1.86 ml (18.6 mmol) of anhydrous ethyl acetate was added to the mixture at -78° C., and the resultant mixture was stirred for 20 minutes. A solution of 3.8 g (15.5 mmol) of compound 3 obtained in Reference Example 3 in 20 ... The reactants are CN1CCNCC1, CC(C)=O, O=[N+]([O-])c1cccc(S(=O)(=O)OC2=Nc3ccccc3S(=O)(=O)N2)c1. Product: CN1CCN(C2=Nc3ccccc3S(=O)(=O)N2)CC1. Reaction SMILES: [CH3:26][N:27]1[CH2:28][CH2:29][NH:30][CH2:31][CH2:32]1.[CH3:33][C:34](=[O:35])[CH3:36].[N+:1]([c:2]1[cH:3][c:4]([S:5]([O:6][C:14]2=[N:19][c:18]3[c:17]([cH:23][cH:22][cH:21][cH:20]3)[S:16](=[O:24])(=[O:25])[NH:15]2)(=[O:7])=[O:8])[cH:9][cH:10][cH:11]1)([O-:12])=[O:13]>>[C:14]1([N:30]2[CH2:29][CH2:28][N:27]([CH3:26])[CH2:32][CH2:31]2)=[N:19][c:18]2[c:17]([cH:23][cH:22][cH:21][cH:20]2)[S:16](=[O:24])(=[O:25])[NH:15]1. Starting materials: N1(CCOCC1)C=1OC2=C(C(C1)=O)C=CC=C2C2=CC=C(C1=C2OC2=C1C=CC=C2)[N+](=O)[O-] (2-Morpholin-4-yl-8-(1-nitro-dibenzofuran-4-yl)-1-benzopyran-4-one). The reagents and catalysts are [Zn] (zinc). The solvent is C(C)(=O)O (acetic acid), [OH-].N (ammonia hydroxide). Run at time 2 hour. The product is NC1=CC=C(C=2OC3=C(C21)C=CC=C3)C3=CC=CC=2C(C=C(OC23)N2CCOCC2)=O (8-(1-Amino-dibenzofuran-4-yl)-2-morpholin-4-yl-1-benzopyran-4-one). Yield: 75.0%. As a reaction SMILES: [N:1]1([C:7]2[O:8][C:9]3[C:17]([C:18]4[C:23]5[O:24][C:25]6[CH:30]=[CH:29][CH:28]=[CH:27][C:26]=6[C:22]=5[C:21]([N+:31]([O-])=O)=[CH:20][CH:19]=4)=[CH:16][CH:15]=[CH:14][C:10]=3[C:11](=[O:13])[CH:12]=2)[CH2:6][CH2:5][O:4][CH2:3][CH2:2]1>C(O)(=O)C.[OH-].N.[Zn]>[NH2:31][C:21]1[C:22]2[C:26]3[CH:27]=[CH:28][CH:29]=[CH:30][C:25]=3[O:24][C:23]=2[C:18]([C:17]2[C:9]3[O:8][C:7]([N:1]4[CH2:6][CH2:5][O:4][CH2:3][CH2:2]4)=[CH:12][C:11](=[O:13])[C:10]=3[CH:14]=[CH:15][CH:16]=2)=[CH:19][CH:20]=1 |f:2.3|. Procedure details: To a solution of 2-morpholin-4-yl-8-(1-nitro-dibenzofuran-4-yl)-1-benzopyran-4-one (32, 2.5 mmol, 1.11 g) in acetic acid (50 ml) was added zinc dust (25 mmol, 1.64 g), portionwise over ten minutes. The mixture was then stirred at room temperature for 2 hrs, whereupon it was filtered through a Celite™ pad which was washed with methanol (20 ml) and CH2Cl2 (20 ml). Solvents were removed in vacuo to give a slurry which was then diluted with ammonia hydroxide (30 ml) and the resulting solid removed b... The reactants are COC(=O)c1ccc2c(C3CCCCC3)c(Br)[nH]c2c1, O=C([O-])[O-], COc1c(C=O)cccc1B(O)O, [Na+], [Na+], C1COCCO1, Cl[Pd]Cl, c1ccc(P(c2ccccc2)c2ccccc2)cc1, c1ccc(P(c2ccccc2)c2ccccc2)cc1. Product: COC(=O)c1ccc2c(C3CCCCC3)c(-c3cccc(C=O)c3OC)[nH]c2c1. As a reaction SMILES: [Br:1][c:2]1[nH:3][c:4]2[cH:5][c:6]([C:17](=[O:18])[O:19][CH3:20])[cH:7][cH:8][c:9]2[c:10]1[CH:11]1[CH2:12][CH2:13][CH2:14][CH2:15][CH2:16]1.[C:34](=[O:35])([O-:36])[O-:37].[CH:21](=[O:22])[c:23]1[c:24]([O:32][CH3:33])[c:25]([B:29]([OH:30])[OH:31])[cH:26][cH:27][cH:28]1.[Na+:38].[Na+:39].[O:40]1[CH2:41][CH2:42][O:43][CH2:44][CH2:45]1.[Pd:46]([Cl:47])[Cl:48].[c:49]1([P:50]([c:51]2[cH:52][cH:53][cH:54][cH:55][cH:56]2)[c:57]2[cH:58][cH:59][cH:60][cH:61][cH:62]2)[cH:63][cH:64][cH:65][cH:66][cH:67]1.[c:68]1([P:69]([c:70]2[cH:71][cH:72][cH:73][cH:74][cH:75]2)[c:76]2[cH:77][cH:78][cH:79][cH:80][cH:81]2)[cH:82][cH:83][cH:84][cH:85][cH:86]1>>[c:2]1(-[c:25]2[c:24]([O:32][CH3:33])[c:23]([CH:21]=[O:22])[cH:28][cH:27][cH:26]2)[nH:3][c:4]2[cH:5][c:6]([C:17](=[O:18])[O:19][CH3:20])[cH:7][cH:8][c:9]2[c:10]1[CH:11]1[CH2:12][CH2:13][CH2:14][CH2:15][CH2:16]1. The reactants are C1(CCCO1)=O (butyrolactone), C[C@H](C1=CC=CC=C1)N ((R)-α-methylbenzylamine). Run in C(C)(=O)OCC (ethyl acetate). Conditions: temperature 180 celsius, time 48 hour. Product: C[C@H](C1=CC=CC=C1)N1C(CCC1)=O (1-((R)-α-methylbenzyl)-2-oxopyrrolidine). As a reaction SMILES: [C:1]1(=[O:6])O[CH2:4][CH2:3][CH2:2]1.[CH3:7][C@@H:8]([NH2:15])[C:9]1[CH:14]=[CH:13][CH:12]=[CH:11][CH:10]=1>C(OCC)(=O)C>[CH3:7][C@@H:8]([N:15]1[CH2:4][CH2:3][CH2:2][C:1]1=[O:6])[C:9]1[CH:14]=[CH:13][CH:12]=[CH:11][CH:10]=1. Reported procedure: According the the procedure of J. Am. Chem. Soc., 74, 1952 (1959), combine butyrolactone (8.6 g, 100 mmol) and (R)-α-methylbenzylamine (15.0 g, 123 mmol) and heat to 180° C. After 48 hours, heat to 210° C. After 6 hours, cool the reaction mixture and evaporate in vacuo using a short path distillation apparatus to obtain a residue: bp 110° C. at 0.5 mm Hg. Chromatograph the residue on silica gel eluting with ethyl acetate to give the title compound: Rf=0.45 (silica gel, ethyl acetate). As a reaction SMILES: [CH2:1](OC(N1C[C@H](OC(C)(C)C)C[C@H]1C(O)=O)=O)[C:2]1[CH:7]=CC=C[CH:3]=1.[CH2:24]([O:31][C:32]([N:34]1[CH2:38][C@@H:37]([NH2:39])[CH2:36][C@H:35]1[C:40]1[O:41][CH:42]=[CH:43][N:44]=1)=[O:33])[C:25]1[CH:30]=[CH:29][CH:28]=[CH:27][CH:26]=1>>[CH2:24]([O:31][C:32]([N:34]1[CH2:38][C@@H:37]([NH2:39])[CH2:36][C@H:35]1[C:40]1[O:41][C:42]([C:2]([CH3:7])([CH3:3])[CH3:1])=[CH:43][N:44]=1)=[O:33])[C:25]1[CH:30]=[CH:29][CH:28]=[CH:27][CH:26]=1. Reported procedure: (2S,4S)-4-Amino-2-(5-tert-butyl-oxazol-2-yl)-pyrrolidine-1-carboxylic acid benzyl ester was prepared from (2S,4R)-4-tert-butoxy-pyrrolidine-1,2-dicarboxylic acid 1-benzyl ester in a similar reaction sequence used in the preparation of (2S,4S)-4-amino-2-oxazol-2-yl-pyrrolidine-1-carboxylic acid benzyl ester. MS calcd. for C19H26N3O3 [(M+H)+] 344, obsd. 344. Product: C(C1=CC=CC=C1)OC(=O)N1[C@@H](C[C@@H](C1)N)C=1OC(=CN1)C(C)(C)C ((2S,4S)-4-Amino-2-(5-tert-butyl-oxazol-2-yl)-pyrrolidine-1-carboxylic acid benzyl ester). The reactants are C(C1=CC=CC=C1)OC(=O)N1[C@@H](C[C@H](C1)OC(C)(C)C)C(=O)O ((2S,4R)-4-tert-butoxy-pyrrolidine-1,2-dicarboxylic acid 1-benzyl ester), C(C1=CC=CC=C1)OC(=O)N1[C@@H](C[C@@H](C1)N)C=1OC=CN1 ((2S,4S)-4-amino-2-oxazol-2-yl-pyrrolidine-1-carboxylic acid benzyl ester). Starting materials: C(C)OC(CN(CCCC(C)=O)C(=O)OC(C)(C)C)=O ([Tert-butoxycarbonyl-(4-oxo-pentyl)-amino]-acetic acid ethyl ester), NC1=NC=CC=C1C=O (2-amino-3 formylpyridine), N1[C@H](C(=O)O)CCC1 (proline). The solvent is C(C)O (ethanol). Product: C(C)OC(CN(CCCC1=NC2=NC=CC=C2C=C1)C(=O)OC(C)(C)C)=O ([Tert-butoxycarbonyl-(3-[1,8]naphthyridin-2-yl-propyl)-amino]-acetic acid ethyl ester). Reaction SMILES: [CH2:1]([O:3][C:4](=[O:20])[CH2:5][N:6]([C:13]([O:15][C:16]([CH3:19])([CH3:18])[CH3:17])=[O:14])[CH2:7][CH2:8][CH2:9][C:10](=O)[CH3:11])[CH3:2].[NH2:21][C:22]1[C:27]([CH:28]=O)=[CH:26][CH:25]=[CH:24][N:23]=1.N1CCC[C@H]1C(O)=O>C(O)C>[CH2:1]([O:3][C:4](=[O:20])[CH2:5][N:6]([C:13]([O:15][C:16]([CH3:19])([CH3:18])[CH3:17])=[O:14])[CH2:7][CH2:8][CH2:9][C:10]1[CH:11]=[CH:28][C:27]2[C:22](=[N:23][CH:24]=[CH:25][CH:26]=2)[N:21]=1)[CH3:2]. Procedure details: A solution of 2-6 (28 g, 97.4 mmol), 2-amino-3 formylpyridine (15.5 g, 127 mmol), proline (11.2 g, 97.4 mmol) in ethanol (250 mL) was heated at reflux for 15 h. After cooling and evaporation, the residue was chromatographed (silica gel, 1:1 chloroform/ethyl acetate) to give 2-7 as a yellow oil. TLC Rf =0.41 (silica, 70:25:5 chloroform/ethyl acetate/methanol) 1H NMR (300 MHz, CDCl3) δ 9.09 (m, 1H), 8.14 (m, 2H), 7.43 (m, 2H), 4.17 (q, 2H, 7 Hz), 3.9 (2s, 2H), 3.43 (q, 2H, J=7 Hz), 3.07 (m, 2H), 2... The reactants are C(C)OC(C(=O)OC(C)C)CC1=CC=C(C=C1)O (isopropyl (2RS) (+/−) 2-ethoxy-3-(4-hydroxyphenyl)-propanoate), solution, C(C)#N (acetonitrile). Run in P(=O)([O-])([O-])[O-] (phosphate), P(=O)([O-])([O-])[O-] (phosphate). Product: C(C)O[C@H](C(=O)O)CC1=CC=C(C=C1)O.C(C)O[C@@H](C(=O)OC(C)C)CC1=CC=C(C=C1)O ((2S)-2-Ethoxy-3-(4-hydroxyphenyl)-propanoic acid Isopropyl (2R)-2-Ethoxy-3-(4-hydroxyphenyl)-propanoate). RXN SMILES: [CH2:1]([O:3][CH:4]([CH2:11][C:12]1[CH:17]=[CH:16][C:15]([OH:18])=[CH:14][CH:13]=1)[C:5]([O:7][CH:8]([CH3:10])[CH3:9])=[O:6])[CH3:2].C(#N)C>P([O-])([O-])([O-])=O>[CH2:1]([O:3][C@@H:4]([CH2:11][C:12]1[CH:13]=[CH:14][C:15]([OH:18])=[CH:16][CH:17]=1)[C:5]([OH:7])=[O:6])[CH3:2].[CH2:1]([O:3][C@H:4]([CH2:11][C:12]1[CH:17]=[CH:16][C:15]([OH:18])=[CH:14][CH:13]=1)[C:5]([O:7][CH:8]([CH3:10])[CH3:9])=[O:6])[CH3:2] |f:3.4|. Reported procedure: To isopropyl (2RS) (+/−) 2-ethoxy-3-(4-hydroxyphenyl)-propanoate (0.25 ml of a solution containing 2 mg/ml in phosphate buffer 0.1 M pH 7 and acetonitrile 10% (v/v)) was added the enzyme (amount indicated below) diluted in phosphate buffer 0.1M pH 7 (buffer volume such as total reaction mixture volume was 0.5 ml). The reaction mixture was shaken at room temperature and analysed at different times. The reaction mixture was analysed by the gradient HPLC method 1, and the chiral CE method 2. The reactants are CC(C)(COc1ccc(Cl)cc1)C1(C)CCC(CBr)O1, CC1CNCC(C)C1. Yields the product CC1CC(C)CN(CC2CCC(C)(C(C)(C)COc3ccc(Cl)cc3)O2)C1. Reaction SMILES: [Br:1][CH2:2][CH:3]1[O:4][C:5]([CH3:8])([C:9]([CH2:10][O:11][c:12]2[cH:13][cH:14][c:15]([Cl:18])[cH:16][cH:17]2)([CH3:19])[CH3:20])[CH2:6][CH2:7]1.[CH3:21][CH:22]1[CH2:23][NH:24][CH2:25][CH:26]([CH3:28])[CH2:27]1>>[CH2:2]([CH:3]1[O:4][C:5]([CH3:8])([C:9]([CH2:10][O:11][c:12]2[cH:13][cH:14][c:15]([Cl:18])[cH:16][cH:17]2)([CH3:19])[CH3:20])[CH2:6][CH2:7]1)[N:24]1[CH2:23][CH:22]([CH3:21])[CH2:27][CH:26]([CH3:28])[CH2:25]1. Reactants: B, CSC, CO, Cl, Cc1cc(Br)c(N)c(C(=O)O)c1, C1CCOC1. The product is Cc1cc(Br)c(N)c(CO)c1. As a reaction SMILES: [BH3:16].[CH3:13][S:14][CH3:15].[CH3:17][OH:18].[ClH:19].[NH2:1][c:2]1[c:3]([C:4](=[O:5])[OH:6])[cH:7][c:8]([CH3:12])[cH:9][c:10]1[Br:11].[O:20]1[CH2:21][CH2:22][CH2:23][CH2:24]1>>[NH2:1][c:2]1[c:3]([CH2:4][OH:5])[cH:7][c:8]([CH3:12])[cH:9][c:10]1[Br:11].